This data is from the Open Reaction Database (ORD), a public repository of structured organic reaction records. The task is: describe an organic reaction: reactants, conditions, products, and yield Reactants: C1(=CC=CC=C1)N1N=C(C2=C1C1=CC=CC=C1C2)C(=O)OCC (1,4-Dihydro-1-phenyl-indeno[1,2-c]pyrazole-3-carboxylic acid, ethyl ester), [OH-].[K+] (KOH), Cl (HCl). Solvent: ice water, C(C)O (ethanol). Yields the product C1(=CC=CC=C1)N1N=C(C2=C1C1=CC=CC=C1C2)C(=O)O (1,4-dihydro-1-phenyl-indeno [1,2-c]pyrazole-3-carboxylic acid). The yield is 91.8%. RXN SMILES: [C:1]1([N:7]2[C:11]3[C:12]4[C:17]([CH2:18][C:10]=3[C:9]([C:19]([O:21]CC)=[O:20])=[N:8]2)=[CH:16][CH:15]=[CH:14][CH:13]=4)[CH:6]=[CH:5][CH:4]=[CH:3][CH:2]=1.[OH-].[K+].Cl>C(O)C>[C:1]1([N:7]2[C:11]3[C:12]4[C:17]([CH2:18][C:10]=3[C:9]([C:19]([OH:21])=[O:20])=[N:8]2)=[CH:16][CH:15]=[CH:14][CH:13]=4)[CH:2]=[CH:3][CH:4]=[CH:5][CH:6]=1 |f:1.2|. Reported procedure: 1,4-Dihydro-1-phenyl-indeno[1,2-c]pyrazole-3-carboxylic acid, ethyl ester (3 g), prepared according to Example 1, is heated with 1% KOH solution in ethanol (100 ml) at reflux temperature for 20 minutes. The reaction mixture is diluted with ice water and acidified to pH 3 with 37% HCl. The precipitate is filtered, washed with water until neutral and dried in vacuo to give 1,4-dihydro-1-phenyl-indeno [1,2-c]pyrazole-3-carboxylic acid (2.5 g) which is reacted with thionyl chloride (1.2 ml) in dioxa... Starting materials: C1CCOC1, [Li]CCCC, CCCCCC, CC(C)NC(C)C, CCOC(=O)c1ccccn1, Cc1ccnc2ccccc12. The product is O=C(Cc1ccnc2ccccc12)c1ccccn1. RXN SMILES: [CH2:41]1[O:42][CH2:43][CH2:44][CH2:45]1.[CH2:8]([Li:9])[CH2:10][CH2:11][CH3:12].[CH3:13][CH2:14][CH2:15][CH2:16][CH2:17][CH3:18].[CH:1]([NH:2][CH:3]([CH3:4])[CH3:5])([CH3:6])[CH3:7].[c:30]1([C:36](=[O:37])[O:38][CH2:39][CH3:40])[cH:31][cH:32][cH:33][cH:34][n:35]1.[n:19]1[cH:20][cH:21][c:22]([CH3:23])[c:24]2[cH:25][cH:26][cH:27][cH:28][c:29]12>>[n:19]1[cH:20][cH:21][c:22]([CH2:23][C:36]([c:30]2[cH:31][cH:32][cH:33][cH:34][n:35]2)=[O:37])[c:24]2[cH:25][cH:26][cH:27][cH:28][c:29]12.